This data is from the Open Reaction Database (ORD), a public repository of structured organic reaction records. The task is: describe an organic reaction: reactants, conditions, products, and yield Product: BrCCCOC1=C(C=C2C(=CC=NC2=C1)OC1=CC(=C(C=C1)NC(=O)NC1CC1)Cl)C#N (N-(4-((7-(3-Bromopropoxy)-6-cyano-4-quinolyl)oxy)-2-chlorophenyl)-N′-cyclopropylurea), crude product. Reactants: C(#N)C=1C=C2C(=CC=NC2=CC1O)OC1=CC(=C(C=C1)NC(=O)NC1CC1)Cl (N-(4-(6-cyano-7-hydroxy-4-quinolyl)oxy-2-chlorophenyl)-N′-cyclopropylurea), BrCCCBr (1,3-dibromopropane). The yield is 15.6%. Procedure details: The title compound (129 mg, 0.250 mmol, 15.6%) was obtained as light brown crystals from an N-(4-(6-cyano-7-hydroxy-4-quinolyl)oxy-2-chlorophenyl)-N′-cyclopropylurea crude product (500 mg, 1.60 mmol) and 1,3-dibromopropane, by the same procedure as in Example 7. Reaction SMILES: [C:1]([C:3]1[CH:4]=[C:5]2[C:10](=[CH:11][C:12]=1[OH:13])[N:9]=[CH:8][CH:7]=[C:6]2[O:14][C:15]1[CH:20]=[CH:19][C:18]([NH:21][C:22]([NH:24][CH:25]2[CH2:27][CH2:26]2)=[O:23])=[C:17]([Cl:28])[CH:16]=1)#[N:2].[Br:29][CH2:30][CH2:31][CH2:32]Br>>[Br:29][CH2:30][CH2:31][CH2:32][O:13][C:12]1[CH:11]=[C:10]2[C:5]([C:6]([O:14][C:15]3[CH:20]=[CH:19][C:18]([NH:21][C:22]([NH:24][CH:25]4[CH2:26][CH2:27]4)=[O:23])=[C:17]([Cl:28])[CH:16]=3)=[CH:7][CH:8]=[N:9]2)=[CH:4][C:3]=1[C:1]#[N:2].